Dataset: the Open Reaction Database (ORD), a public repository of structured organic reaction records. Task: describe an organic reaction: reactants, conditions, products, and yield Reactants: C(C)(C)(C)C1=CC=C(C(=O)NC=2C=CC(=NC2)C2=CC=C3CN(C(C3=C2)=O)[C@H](C(=O)O)C(C)C)C=C1 ((S)-2-(6-(5-(4-tert-Butylbenzamido)pyridin-2-yl)-1-oxoisoindolin-2-yl)-3-methyl butanoic acid), C(CCC)OC1=CC=C(C(=O)NC2=CC(=C(C=C2)C2=CC=C3CN(C(C3=C2)=O)[C@H](C(=O)OC)C(C)C)C)C=C1 ((S)-Methyl 2-(6-(4-(4-butoxybenzamido)-2-methylphenyl)-1-oxoisoindolin-2-yl)-3-methylbutanoate). Product: C(CCC)OC1=CC=C(C(=O)NC2=CC(=C(C=C2)C2=CC=C3CN(C(C3=C2)=O)[C@H](C(=O)O)C(C)C)C)C=C1 ((S)-2-(6-(4-(4-Butoxybenzamido)-2-methylphenyl)-1-oxoisoindolin-2-yl)-3-methylbutanoic acid). Isolated yield 92.0%. As a reaction SMILES: C(C1C=CC(C(NC2C=CC(C3C=C4C(CN([C@@H](C(C)C)C(O)=O)C4=O)=CC=3)=NC=2)=O)=CC=1)(C)(C)C.[CH2:37]([O:41][C:42]1[CH:75]=[CH:74][C:45]([C:46]([NH:48][C:49]2[CH:54]=[CH:53][C:52]([C:55]3[CH:63]=[C:62]4[C:58]([CH2:59][N:60]([C@@H:65]([CH:70]([CH3:72])[CH3:71])[C:66]([O:68]C)=[O:67])[C:61]4=[O:64])=[CH:57][CH:56]=3)=[C:51]([CH3:73])[CH:50]=2)=[O:47])=[CH:44][CH:43]=1)[CH2:38][CH2:39][CH3:40]>>[CH2:37]([O:41][C:42]1[CH:75]=[CH:74][C:45]([C:46]([NH:48][C:49]2[CH:54]=[CH:53][C:52]([C:55]3[CH:63]=[C:62]4[C:58]([CH2:59][N:60]([C@@H:65]([CH:70]([CH3:72])[CH3:71])[C:66]([OH:68])=[O:67])[C:61]4=[O:64])=[CH:57][CH:56]=3)=[C:51]([CH3:73])[CH:50]=2)=[O:47])=[CH:44][CH:43]=1)[CH2:38][CH2:39][CH3:40]. Reported procedure: The compound of example 472 was prepared analogous to the compound of example 404 by hydrolysis of the compound of example 471. The reactants are C(#N)C=1C=CC2=C(CC(C(O2)(C)C)=O)C1 (6-cyano-3,4-dihydro-2,2-dimethyl-2H-1-benzopyran-3-one), C1(=CC=CC=C1)N=C=S (phenyl isothio-cyanate), CN(C=O)C (N,N-dimethylformamide), CC(C)([O-])C.[K+] (potassium t-butoxide), Ice water. Solvent: C(C)(=O)O (acetic acid). Conditions: time 5 hour. Product: C1(=CC=CC=C1)NC(=S)C1=C(C(OC2=C1C=C(C=C2)C#N)(C)C)O (N-phenyl-6- cyano-3-hydroxy-2,2-dimethyl-2H-1-benzopyran-4-carbothioamide). The yield is 47.9%. As a reaction SMILES: [C:1]([C:3]1[CH:4]=[CH:5][C:6]2[O:11][C:10]([CH3:13])([CH3:12])[C:9](=[O:14])[CH2:8][C:7]=2[CH:15]=1)#[N:2].[C:16]1([N:22]=[C:23]=[S:24])[CH:21]=[CH:20][CH:19]=[CH:18][CH:17]=1.CN(C)C=O.CC(C)([O-])C.[K+]>C(O)(=O)C>[C:16]1([NH:22][C:23]([C:8]2[C:7]3[CH:15]=[C:3]([C:1]#[N:2])[CH:4]=[CH:5][C:6]=3[O:11][C:10]([CH3:13])([CH3:12])[C:9]=2[OH:14])=[S:24])[CH:21]=[CH:20][CH:19]=[CH:18][CH:17]=1 |f:3.4|. Procedure details: To a mixture of 0.5 g of 6-cyano-3,4-dihydro-2,2-dimethyl-2H-1-benzopyran-3-one, 0.37 g of phenyl isothio-cyanate, and 5 ml of dried N,N-dimethylformamide was added 0.31 g of potassium t-butoxide with under ice-cooling, followed by stirring for 5 hours under ice-cooling. Ice-water was added thereto, and the mixture was made acidic with acetic acid and extracted with diethyl ether. The extract was washed with water and dried over sodium sulfate, and the ether layer was removed by distillation. Th... Starting materials: N#Cc1ccc(Br)cc1Cl, O=C([O-])[O-], CC1NC(=O)CC1(O)C1CC1, [Cs+], [Cs+], O=C(C=Cc1ccccc1)C=Cc1ccccc1, O=C(C=Cc1ccccc1)C=Cc1ccccc1, O=C(C=Cc1ccccc1)C=Cc1ccccc1, [Pd], [Pd], CC1(C)c2cccc(P(c3ccccc3)c3ccccc3)c2Oc2c(P(c3ccccc3)c3ccccc3)cccc21. Product: CC1N(c2ccc(C#N)c(Cl)c2)C(=O)CC1(O)C1CC1. As a reaction SMILES: [Br:1][c:2]1[cH:3][c:4]([Cl:10])[c:5]([C:6]#[N:7])[cH:8][cH:9]1.[C:64](=[O:65])([O-:66])[O-:67].[CH:11]1([C:14]2([OH:21])[CH2:15][C:16](=[O:20])[NH:17][CH:18]2[CH3:19])[CH2:12][CH2:13]1.[Cs+:68].[Cs+:69].[O:108]=[C:109]([CH:110]=[CH:111][c:112]1[cH:113][cH:114][cH:115][cH:116][cH:117]1)[CH:118]=[CH:119][c:120]1[cH:121][cH:122][cH:123][cH:124][cH:125]1.[O:72]=[C:73]([CH:74]=[CH:75][c:76]1[cH:77][cH:78][cH:79][cH:80][cH:81]1)[CH:82]=[CH:83][c:84]1[cH:85][cH:86][cH:87][cH:88][cH:89]1.[O:90]=[C:91]([CH:92]=[CH:93][c:94]1[cH:95][cH:96][cH:97][cH:98][cH:99]1)[CH:100]=[CH:101][c:102]1[cH:103][cH:104][cH:105][cH:106][cH:107]1.[Pd:70].[Pd:71].[c:22]1([P:23]([c:24]2[cH:25][cH:26][cH:27][cH:28][cH:29]2)[c:30]2[c:31]3[c:55]([cH:56][cH:57][cH:58]2)[C:52]([CH3:53])([CH3:54])[c:34]2[c:33]([c:38]([P:39]([c:40]4[cH:41][cH:42][cH:43][cH:44][cH:45]4)[c:46]4[cH:47][cH:48][cH:49][cH:50][cH:51]4)[cH:37][cH:36][cH:35]2)[O:32]3)[cH:59][cH:60][cH:61][cH:62][cH:63]1>>[c:2]1([N:17]2[C:16](=[O:20])[CH2:15][C:14]([CH:11]3[CH2:12][CH2:13]3)([OH:21])[CH:18]2[CH3:19])[cH:3][c:4]([Cl:10])[c:5]([C:6]#[N:7])[cH:8][cH:9]1. Procedure details: A solution of (S)-2-amino-3-methyl-4-phenyl-but-3-en-1-ol (115 mg) in EtOH (5 ml) was hydrogenated at normal pressure (balloon) overnight in the presence of 10% Pd/C (10 mg). The reaction mixture was filtered and concentrated. The crude product was purified by column chromatography (silica gel; gradient: CH2Cl2->CH2Cl2/MeOH 9:1) to give (S)-2-amino-3-methyl-4-phenyl-butan-1-ol (57 mg, 49%) as light yellow oil. MS (ISP): 180.3 ([M+H]+)) Yield: 49.0%. The product is N[C@H](CO)C(CC1=CC=CC=C1)C ((S)-2-amino-3-methyl-4-phenyl-butan-1-ol). Reaction SMILES: [NH2:1][C@@H:2]([C:5]([CH3:13])=[CH:6][C:7]1[CH:12]=[CH:11][CH:10]=[CH:9][CH:8]=1)[CH2:3][OH:4]>CCO.[Pd]>[NH2:1][C@@H:2]([CH:5]([CH3:13])[CH2:6][C:7]1[CH:12]=[CH:11][CH:10]=[CH:9][CH:8]=1)[CH2:3][OH:4]. The reactants are N[C@H](CO)C(=CC1=CC=CC=C1)C ((S)-2-amino-3-methyl-4-phenyl-but-3-en-1-ol). Run in CCO (EtOH). The reagents and catalysts are [Pd] (Pd/C). Reactants: O=C([O-])[O-], N#Cc1cc(F)ccc1[N+](=O)[O-], [K+], [K+], CN(C)C=O, O, OCc1ccccc1. Product: N#Cc1cc(OCc2ccccc2)ccc1[N+](=O)[O-]. As a reaction SMILES: [C:21](=[O:22])([O-:23])[O-:24].[F:1][c:2]1[cH:3][cH:4][c:5]([N+:10](=[O:11])[O-:12])[c:6]([C:7]#[N:8])[cH:9]1.[K+:25].[K+:26].[O:28]=[CH:29][N:30]([CH3:31])[CH3:32].[OH2:27].[OH:13][CH2:14][c:15]1[cH:16][cH:17][cH:18][cH:19][cH:20]1>>[c:2]1([O:13][CH2:14][c:15]2[cH:16][cH:17][cH:18][cH:19][cH:20]2)[cH:3][cH:4][c:5]([N+:10](=[O:11])[O-:12])[c:6]([C:7]#[N:8])[cH:9]1. RXN SMILES: [C:1]([CH3:2])([CH3:3])([CH3:4])[Si:5]([O:6][CH2:7][c:8]1[c:9]([CH2:14][OH:15])[cH:10][cH:11][cH:12][cH:13]1)([c:16]1[cH:17][cH:18][cH:19][cH:20][cH:21]1)[c:22]1[cH:23][cH:24][cH:25][cH:26][cH:27]1.[C:28]([Br:29])([Br:30])([Br:31])[Br:32].[CH3:52][CH2:53][O:54][C:55](=[O:56])[CH3:57].[Cl:58][CH2:59][Cl:60].[c:33]1([P:34]([c:35]2[cH:36][cH:37][cH:38][cH:39][cH:40]2)[c:41]2[cH:42][cH:43][cH:44][cH:45][cH:46]2)[cH:47][cH:48][cH:49][cH:50][cH:51]1>>[C:1]([CH3:2])([CH3:3])([CH3:4])[Si:5]([O:6][CH2:7][c:8]1[c:9]([CH2:14][Br:29])[cH:10][cH:11][cH:12][cH:13]1)([c:16]1[cH:17][cH:18][cH:19][cH:20][cH:21]1)[c:22]1[cH:23][cH:24][cH:25][cH:26][cH:27]1. Yields the product CC(C)(C)[Si](OCc1ccccc1CBr)(c1ccccc1)c1ccccc1. Reactants: CC(C)(C)[Si](OCc1ccccc1CO)(c1ccccc1)c1ccccc1, BrC(Br)(Br)Br, CCOC(C)=O, ClCCl, c1ccc(P(c2ccccc2)c2ccccc2)cc1. Run at time 1 hour. Yield: 74.8%. The reactants are B(F)(F)F.CCOCC (Trifluoroboron etherate), C(C)[C@@]1(OC2=C(C1)C=CC=C2)C(=O)OC (Methyl(2S)-2-ethyl-2,3-dihydro-1-benzofuran-2-carboxylate), C[Si](C)(C)C#N (trimethylsilyl cyanide), CO (Methanol). Solvent: O (water). Procedure: Trifluoroboron etherate (mL, 9.6 mmol) was added to a solution of the product from Step 4 (1.0 g, 4.8 mmol), trimethylsilyl cyanide (2.5 mL, 9.6 mmol) in dichlorormethane (25 mL) cooled in a ice bath. The reaction was kept at 0 C for 1 h and warmed to 25 C over 30 min. Methanol (2.0 mL) was added, followed by addition of water (50 mL). After phase separation and extraction, the crude product was purified by chromatography on silica gel to give 0.73 g (74.8% yield) of the title compound. Product: C(#N)C1(COC2=C(O1)C1=C(C=C2)C(=CC=C1)OC)C (2-Cyano-2-methyl-7-methoxybenzo[1,4]benzodioxine). Reaction SMILES: B(F)(F)F.C[CH2:6][O:7][CH2:8][CH3:9].C([C@@:12]1([C:21]([O:23][CH3:24])=O)[CH2:16][C:15]2[CH:17]=[CH:18][CH:19]=[CH:20][C:14]=2[O:13]1)C.C[Si]([C:29]#[N:30])(C)C.[CH3:31]O>O>[C:29]([C:8]1([CH3:9])[O:7][C:6]2[C:17]3[CH:18]=[CH:19][CH:20]=[C:14]([O:13][CH3:31])[C:15]=3[CH:16]=[CH:12][C:21]=2[O:23][CH2:24]1)#[N:30] |f:0.1|.